Dataset: the Open Reaction Database (ORD), a public repository of structured organic reaction records. Task: describe an organic reaction: reactants, conditions, products, and yield Starting materials: O=S(=O)(Cl)c1cccc(Br)c1, CC(C)(C)OC(=O)N1CCC(CN2CCNCC2=O)CC1, CCOC(C)=O, [Na+], [Na+], O=C([O-])[O-], O. Yields the product CC(C)(C)OC(=O)N1CCC(CN2CCN(S(=O)(=O)c3cccc(Br)c3)CC2=O)CC1. RXN SMILES: [Br:34][c:35]1[cH:36][c:37]([S:41](=[O:42])(=[O:43])[Cl:44])[cH:38][cH:39][cH:40]1.[C:1]([CH3:2])([CH3:3])([CH3:4])[O:5][C:6](=[O:7])[N:8]1[CH2:9][CH2:10][CH:11]([CH2:14][N:15]2[C:16](=[O:21])[CH2:17][NH:18][CH2:19][CH2:20]2)[CH2:12][CH2:13]1.[CH3:28][CH2:29][O:30][C:31](=[O:32])[CH3:33].[Na+:22].[Na+:23].[O-:24][C:25](=[O:26])[O-:27].[OH2:45]>>[C:1]([CH3:2])([CH3:3])([CH3:4])[O:5][C:6](=[O:7])[N:8]1[CH2:9][CH2:10][CH:11]([CH2:14][N:15]2[C:16](=[O:21])[CH2:17][N:18]([S:41]([c:37]3[cH:36][c:35]([Br:34])[cH:40][cH:39][cH:38]3)(=[O:42])=[O:43])[CH2:19][CH2:20]2)[CH2:12][CH2:13]1. The reactants are Cc1cccc(C=CC(=S)Cl)c1, Nc1ccccc1Nc1ccccn1, C(=Cc1nc2ccccc2n1-c1ccccn1)c1ccccc1. Product: CSc1ccc(C=Cc2nc3ccccc3n2-c2ccccn2)cc1. RXN SMILES: [CH3:15][c:16]1[cH:17][c:18]([CH:24]=[CH:25][C:21](=[S:22])[Cl:26])[cH:19][cH:20][cH:23]1.[n:1]1[cH:2][cH:3][cH:4][cH:5][c:6]1[NH:7][c:8]1[cH:9][cH:10][cH:11][cH:12][c:13]1[NH2:14].[n:27]1[c:28](-[n:33]2[c:34]([CH:42]=[CH:43][c:44]3[cH:45][cH:46][cH:47][cH:48][cH:49]3)[n:35][c:36]3[c:37]2[cH:38][cH:39][cH:40][cH:41]3)[cH:29][cH:30][cH:31][cH:32]1>>[CH3:21][S:22][c:47]1[cH:46][cH:45][c:44]([CH:43]=[CH:42][c:34]2[n:33](-[c:28]3[n:27][cH:32][cH:31][cH:30][cH:29]3)[c:37]3[c:36]([n:35]2)[cH:41][cH:40][cH:39][cH:38]3)[cH:49][cH:48]1. Starting materials: COC(=O)CCc1ccc(C(=O)N2CCCCc3ccccc32)cc1, [Li+], C1COCCO1, [OH-], O, O. Yields the product O=C(O)CCc1ccc(C(=O)N2CCCCc3ccccc32)cc1. As a reaction SMILES: [CH3:4][O:5][C:6]([CH2:7][CH2:8][c:9]1[cH:10][cH:11][c:12]([C:15](=[O:16])[N:17]2[c:18]3[c:19]([cH:24][cH:25][cH:26][cH:27]3)[CH2:20][CH2:21][CH2:22][CH2:23]2)[cH:13][cH:14]1)=[O:28].[Li+:3].[O:30]1[CH2:31][CH2:32][O:33][CH2:34][CH2:35]1.[OH-:2].[OH2:1].[OH2:29]>>[O:5]=[C:6]([CH2:7][CH2:8][c:9]1[cH:10][cH:11][c:12]([C:15](=[O:16])[N:17]2[c:18]3[c:19]([cH:24][cH:25][cH:26][cH:27]3)[CH2:20][CH2:21][CH2:22][CH2:23]2)[cH:13][cH:14]1)[OH:28]. The reactants are CC1=C(C(=C(C(=O)Cl)C=C1OC)[N+](=O)[O-])OC (4-methyl-3,5-dimethoxy-2-nitro-benzoyl chloride), N1(CCCC1)CO (pyrrolidine methanol), TEA, acid chloride, [N+](=O)([O-])C1=C(C(=O)O)C=C(C(=C1OC)C)OC (2-Nitro-4-methyl-3,5-dimethoxybenzoic Acid), C(C(=O)Cl)(=O)Cl (oxalyl chloride). The reagents and catalysts are CN(C)C=O (DMF). The solvent is C(Cl)Cl (DCM), C(Cl)Cl (DCM), C(Cl)Cl (CH2Cl2). Reaction conditions: time 8 hour. The product is CC1=C(C(=C(C(=O)N2C(CCC2)CO)C=C1OC)[N+](=O)[O-])OC (N-(4-Methyl-3,5-dimethoxy-2-nitrobenzoyl) pyrrolidine-2-methanol). The yield is 43.0%. As a reaction SMILES: [N+:1]([C:4]1[C:12]([O:13][CH3:14])=[C:11]([CH3:15])[C:10]([O:16][CH3:17])=[CH:9][C:5]=1[C:6]([OH:8])=O)([O-:3])=[O:2].C(Cl)(=O)C(Cl)=O.CC1[C:33](OC)=[CH:32][C:28](C(Cl)=O)=[C:27]([N+:36]([O-])=O)[C:26]=1[O:39]C.N1(CO)CCCC1>CN(C=O)C.C(Cl)Cl>[CH3:15][C:11]1[C:10]([O:16][CH3:17])=[CH:9][C:5]([C:6]([N:36]2[CH2:33][CH2:32][CH2:28][CH:27]2[CH2:26][OH:39])=[O:8])=[C:4]([N+:1]([O-:3])=[O:2])[C:12]=1[O:13][CH3:14]. Procedure details: A catalytic amount of DMF (2 drops) was added to a stirred solution of 189 (3.96 g, 15.32 mmol) and oxalyl chloride (2.14 g, 16.85 mmol) in dry CH2Cl2 (50 mL) under a nitrogen atmosphere. The reaction mixture was allowed to stir overnight and the resulting acid chloride used directly in the next stage of the procedure. 4-methyl-3,5-dimethoxy-2-nitro-benzoyl chloride in anhydrous DCM (50 mL) was added dropwise over 0.5 hours to a stirring solution of pyrrolidine methanol (1.55 g, 15.32 mmol, 1.1 ... Reactants: C(#N)C1=C(OCC(CNC(C)(C)C)O)C=CC=C1 (1-(2-cyanophenoxy)-2-hydroxy-3-tert.-butylamino propane), Cl (HCl), OO (hydrogen peroxide). Run at temperature 45 celsius. The product is C(#N)C1=C(OCC(CNC(C)(C)C)O)C=CC(=C1)Cl (1-(2-cyano-4-chloro-phenoxy)-2-hydroxy-3-tert.-butylamino propane). RXN SMILES: [C:1]([C:3]1[CH:18]=[CH:17][CH:16]=[CH:15][C:4]=1[O:5][CH2:6][CH:7]([OH:14])[CH2:8][NH:9][C:10]([CH3:13])([CH3:12])[CH3:11])#[N:2].OO.[ClH:21]>>[C:1]([C:3]1[CH:18]=[C:17]([Cl:21])[CH:16]=[CH:15][C:4]=1[O:5][CH2:6][CH:7]([OH:14])[CH2:8][NH:9][C:10]([CH3:11])([CH3:12])[CH3:13])#[N:2]. Reported procedure: 5.7 gm (0.02 mol) of 1-(2-cyanophenoxy)-2-hydroxy-3-tert.-butylamino propane (prepared analogous to Example II) were dissolved in 32 ml of concentrated HCl and while stirring at 45° C. 2.27 gm of 35% hydrogen peroxide were added drowise so that the temperature did not exceed 65° C. Thereafter, the temperature was maintained at 60° C. for 30 minutes and the mixture was concentrated in vacuo at the end of which a solid residue remained. The raw hydrochloride was recrystallized from ethanol under a... Starting materials: N([C@@H](CC(C)C)[C@@H](O)CC(=O)N[C@@H]([C@@H](C)CC)C(=O)N[C@@H](CC1=CC=CC=C1)C(=O)OC)C(=O)OC(C)(C)C (Boc-Sta-Ile-Phe-OCH3), CC1=CC=C(C=C1)S(=O)(=O)N2C=C(N=C2)C[C@@H](C(=O)O)NC(=O)OC(C)(C)C (Boc-His-(Tos)), C1CCC(CC1)N=C=NC2CCCCC2 (DCC). Reagents/catalysts: CC(=O)O (HOAc). The solvent is C(=O)(C(F)(F)F)O.C(Cl)Cl (TFA CH2Cl2). Reaction conditions: time 40 minute. Product: N[C@@H](CC1=CN(C=N1)S(=O)(=O)C1=CC=C(C)C=C1)C(=O)N[C@@H](CC(C)C)[C@@H](O)CC(=O)N[C@@H]([C@@H](C)CC)C(=O)N[C@@H](CC1=CC=CC=C1)C(=O)OC (His(Tos)-Sta-Ile-Phe-OCH3). Reaction SMILES: [NH:1](C(OC(C)(C)C)=O)[C@H:2]([C@H:7]([CH2:9][C:10]([NH:12][C@H:13]([C:18]([NH:20][C@H:21]([C:29]([O:31][CH3:32])=[O:30])[CH2:22][C:23]1[CH:28]=[CH:27][CH:26]=[CH:25][CH:24]=1)=[O:19])[C@H:14]([CH2:16][CH3:17])[CH3:15])=[O:11])[OH:8])[CH2:3][CH:4]([CH3:6])[CH3:5].[CH3:40][C:41]1[CH:46]=[CH:45][C:44]([S:47]([N:50]2[CH:54]=[N:53][C:52]([CH2:55][C@H:56]([NH:60]C(OC(C)(C)C)=O)[C:57]([OH:59])=O)=[CH:51]2)(=[O:49])=[O:48])=[CH:43][CH:42]=1.C1CCC(N=C=NC2CCCCC2)CC1>C(O)(C(F)(F)F)=O.C(Cl)Cl.CC(O)=O>[NH2:60][C@H:56]([C:57]([NH:1][C@H:2]([C@H:7]([CH2:9][C:10]([NH:12][C@H:13]([C:18]([NH:20][C@H:21]([C:29]([O:31][CH3:32])=[O:30])[CH2:22][C:23]1[CH:28]=[CH:27][CH:26]=[CH:25][CH:24]=1)=[O:19])[C@H:14]([CH2:16][CH3:17])[CH3:15])=[O:11])[OH:8])[CH2:3][CH:4]([CH3:5])[CH3:6])=[O:59])[CH2:55][C:52]1[N:53]=[CH:54][N:50]([S:47]([C:44]2[CH:43]=[CH:42][C:41]([CH3:40])=[CH:46][CH:45]=2)(=[O:48])=[O:49])[CH:51]=1 |f:3.4|. Procedure details: Stir 0.40 g (0728 mmoles) of Boc-Sta-Ile-Phe-OCH3, as prepared in Preparation XX10II above, in 6 ml of TFA-CH2Cl2 (1:1 v/v) at room temperature for 30 minutes. Remove the solvent in vacuo and extract the residue with CH2Cl2 and aq. NaHCO3. Filter the organic layers through Na2SO4 into a flask containing 0.42 g (1.02 mmoles) of Boc-His-(Tos), concentrate the solution to a volume of about 25 ml, and add 0.21 g (1.02 mmoles) of DCC. Stir for 40 minutes, then add 1 drop of HOAc and filter off DCU. E... Reactants: C(C)(=O)O (Acetic acid), [BH4-].[Na+] (sodium borohydride), C1(=CC=CC=C1)[C@H](C)NC1=C(CCCC1)C(=O)OCC ((S)-Ethyl 2-(1-phenylethylamino)cyclohex-1-enecarboxylate). Solvent: C(C)#N (Acetonitrile), C(C)#N (acetonitrile). Reaction conditions: temperature 23 celsius. The product is C1(=CC=CC=C1)[C@H](C)N[C@@H]1[C@@H](CCCC1)C(=O)OCC ((1R,2S)-Ethyl 2-((S)-1-phenylethylamino)cyclohexanecarboxylate). The yield is 90.0%. Reaction SMILES: C(O)(=O)C.[BH4-].[Na+].[C:7]1([C@@H:13]([NH:15][C:16]2[CH2:21][CH2:20][CH2:19][CH2:18][C:17]=2[C:22]([O:24][CH2:25][CH3:26])=[O:23])[CH3:14])[CH:12]=[CH:11][CH:10]=[CH:9][CH:8]=1>C(#N)C>[C:7]1([C@@H:13]([NH:15][C@H:16]2[CH2:21][CH2:20][CH2:19][CH2:18][C@H:17]2[C:22]([O:24][CH2:25][CH3:26])=[O:23])[CH3:14])[CH:8]=[CH:9][CH:10]=[CH:11][CH:12]=1 |f:1.2|. Reported procedure: Acetic acid (1.0 L) was added to a reactor followed by sodium borohydride (100 g) with cooling between 16-30° C. under nitrogen in NLT 1 hour and mixed for NLT 30 minutes. Acetonitrile (500 mL) was added and mixed for NLT 30 minutes, and the cooled to below 5° C. A solution of (S)-ethyl 2-(1-phenylethylamino)cyclohex-1-enecarboxylate (8, 269 g) dissolved in acetonitrile (250 mL) was added in NLT 30 minutes, while maintaining the temperature between 2-8° C. and then the reaction mixture was warme...